This data is from the Open Reaction Database (ORD), a public repository of structured organic reaction records. The task is: describe an organic reaction: reactants, conditions, products, and yield Starting materials: Cl.CN(CCCN=C=NCC)C (1-(3-dimethylaminopropyl)-3-ethylcarbodiimide hydrochloride), FC(COC=1C=C(C(=O)O)C=CC1C(F)(F)F)(F)F (3-(2,2,2-Trifluoro-ethoxy)-4-trifluoromethyl-benzoic acid), Cl.CNOC (N,O-dimethylhydroxylamine hydrochloride), CN1CCOCC1 (N-methylmorpholine). Reagents/catalysts: CN(C)C=1C=CN=CC1 (4-DMAP). Solvent: C(Cl)Cl (DCM), CN(C)C=O (DMF). Run at temperature 23 celsius, time 18 hour. The product is CON(C(C1=CC(=C(C=C1)C(F)(F)F)OCC(F)(F)F)=O)C (N-Methoxy-N-methyl-3-(2,2,2-trifluoro-ethoxy)-4-trifluoromethyl-benzamide). As a reaction SMILES: [F:1][C:2]([F:19])([F:18])[CH2:3][O:4][C:5]1[CH:6]=[C:7]([CH:11]=[CH:12][C:13]=1[C:14]([F:17])([F:16])[F:15])[C:8]([OH:10])=O.Cl.[CH3:21][NH:22][O:23][CH3:24].CN1CCOCC1.Cl.CN(C)CCCN=C=NCC>CN(C1C=CN=CC=1)C.C(Cl)Cl.CN(C=O)C>[CH3:24][O:23][N:22]([CH3:21])[C:8](=[O:10])[C:7]1[CH:11]=[CH:12][C:13]([C:14]([F:17])([F:16])[F:15])=[C:5]([O:4][CH2:3][C:2]([F:1])([F:19])[F:18])[CH:6]=1 |f:1.2,4.5|. Procedure details: To a mixture of 3-(2,2,2-trifluoro-ethoxy)-4-trifluoromethyl-benzoic acid from step 6 (9.22 g, 32 mmol), N,O-dimethylhydroxylamine hydrochloride (5.00 g, 51 mmol), N-methylmorpholine (5.62 mL, 51 mmol) and 4-DMAP (391 mg, 3.2 mmol) in DCM (100 mL) and DMF (20 mL) at 0° C. was added 1-(3-dimethylaminopropyl)-3-ethylcarbodiimide hydrochloride (EDC) (7.36 g, 38 mmol). The mixture was stirred at 23° C. for 18 h., poured onto ice cold 1 N HCl, extracted with TBME, washed with sat. NaHCO3-sol. and bri... The reactants are CCC(C)CS, [H-], Nc1nc(Cl)nc2c1ncn2Cc1ccccc1, [Na+], CN(C)C=O. Product: CCC(C)CSc1nc(N)c2ncn(Cc3ccccc3)c2n1. Reaction SMILES: [CH3:3][CH:4]([CH2:5][SH:6])[CH2:7][CH3:8].[H-:1].[NH2:9][c:10]1[c:11]2[n:12][cH:13][n:14]([CH2:20][c:21]3[cH:22][cH:23][cH:24][cH:25][cH:26]3)[c:15]2[n:16][c:17]([Cl:19])[n:18]1.[Na+:2].[O:27]=[CH:28][N:29]([CH3:30])[CH3:31]>>[CH3:3][CH:4]([CH2:5][S:6][c:17]1[n:16][c:15]2[c:11]([c:10]([NH2:9])[n:18]1)[n:12][cH:13][n:14]2[CH2:20][c:21]1[cH:22][cH:23][cH:24][cH:25][cH:26]1)[CH2:7][CH3:8]. Starting materials: C=CCC1(C)CC(c2cccc(Cl)c2)C(c2ccc(Cl)cc2)N(C(C=O)CC)C1=O, CC(C)(C)OC(=O)N1CCNCC1. Product: C=CCC1(C)CC(c2cccc(Cl)c2)C(c2ccc(Cl)cc2)N(C(CC)CN2CCN(C(=O)OC(C)(C)C)CC2)C1=O. RXN SMILES: [CH2:1]([CH:2]=[CH2:3])[C:4]1([CH3:30])[C:5](=[O:29])[N:6]([CH:24]([CH:25]=[O:26])[CH2:27][CH3:28])[CH:7]([c:17]2[cH:18][cH:19][c:20]([Cl:23])[cH:21][cH:22]2)[CH:8]([c:10]2[cH:11][c:12]([Cl:16])[cH:13][cH:14][cH:15]2)[CH2:9]1.[N:31]1([C:37](=[O:38])[O:39][C:40]([CH3:41])([CH3:42])[CH3:43])[CH2:32][CH2:33][NH:34][CH2:35][CH2:36]1>>[CH2:1]([CH:2]=[CH2:3])[C:4]1([CH3:30])[C:5](=[O:29])[N:6]([CH:24]([CH2:25][N:34]2[CH2:33][CH2:32][N:31]([C:37](=[O:38])[O:39][C:40]([CH3:41])([CH3:42])[CH3:43])[CH2:36][CH2:35]2)[CH2:27][CH3:28])[CH:7]([c:17]2[cH:18][cH:19][c:20]([Cl:23])[cH:21][cH:22]2)[CH:8]([c:10]2[cH:11][c:12]([Cl:16])[cH:13][cH:14][cH:15]2)[CH2:9]1. Reactants: CS(=O)(=O)C1=CC=C(C=C1)C=1C=2N(C=CC1)N=C(N2)NC2=CC=C(C=C2)OC ([8-(4-methanesulfonyl-phenyl)-[1,2,4]triazolo[1,5-a]pyridin-2-yl]-(4-methoxy-phenyl)-amine), B(Br)(Br)Br (boron tribromide), CO (methanol). Run in ClCCl (dichloromethane), ClCCl (dichloromethane). Run at time 1 hour. Yields the product CS(=O)(=O)C1=CC=C(C=C1)C=1C=2N(C=CC1)N=C(N2)NC2=CC=C(C=C2)O (4-[8-(4-Methanesulfonyl-phenyl)-[1,2,4]triazolo[1,5-a]pyridin-2-ylamino]-phenol), solid. Yield: 80.0%. RXN SMILES: [CH3:1][S:2]([C:5]1[CH:10]=[CH:9][C:8]([C:11]2[C:12]3[N:13]([N:17]=[C:18]([NH:20][C:21]4[CH:26]=[CH:25][C:24]([O:27]C)=[CH:23][CH:22]=4)[N:19]=3)[CH:14]=[CH:15][CH:16]=2)=[CH:7][CH:6]=1)(=[O:4])=[O:3].B(Br)(Br)Br.CO>ClCCl>[CH3:1][S:2]([C:5]1[CH:10]=[CH:9][C:8]([C:11]2[C:12]3[N:13]([N:17]=[C:18]([NH:20][C:21]4[CH:22]=[CH:23][C:24]([OH:27])=[CH:25][CH:26]=4)[N:19]=3)[CH:14]=[CH:15][CH:16]=2)=[CH:7][CH:6]=1)(=[O:4])=[O:3]. Reported procedure: To a suspension of [8-(4-methanesulfonyl-phenyl)-[1,2,4]triazolo[1,5-a]pyridin-2-yl]-(4-methoxy-phenyl)-amine (150.0 mg, 0.3803 mmol) in dichloromethane (10 mL, was added dropwise 1.0 M of boron tribromide in dichloromethane (1.2 mL, 1.2 mmol). The mixture was stirred for 1 hour at room temperature then methanol (5 mL) was added slowly. The mixture was evaporated to dryness. Additional methanol (10 mL) was added and the mixture was evaporated to dryness. The brown solid was suspended in saturate... Reactants: ClCCOC1=CC=C(C=C1)N1C(NC2=CC(=CC=C2C1=O)OC)C1=CC=C(C=C1)OC (3-[4-(2-chloro-ethoxy)-phenyl]-7-methoxy-2-(4methoxy-phenyl)-2,3-dihydro-1H-quinazolin-4-one), ClC=1C(C(=C(C(C1Cl)=O)C#N)C#N)=O (2,3-dichloro-5,6-dicyano-1,4-benzoquinone). The solvent is C1(=CC=CC=C1)C (toluene). Product: ClCCOC1=CC=C(C=C1)N1C(=NC2=CC(=CC=C2C1=O)OC)C1=CC=C(C=C1)OC (3-[4-(2-Chloro-ethoxy)-phenyl]-7-methoxy-2-(4-methoxy-phenyl)-3H-quinazolin-4-one). RXN SMILES: [Cl:1][CH2:2][CH2:3][O:4][C:5]1[CH:10]=[CH:9][C:8]([N:11]2[C:20](=[O:21])[C:19]3[C:14](=[CH:15][C:16]([O:22][CH3:23])=[CH:17][CH:18]=3)[NH:13][CH:12]2[C:24]2[CH:29]=[CH:28][C:27]([O:30][CH3:31])=[CH:26][CH:25]=2)=[CH:7][CH:6]=1.ClC1C(=O)C(C#N)=C(C#N)C(=O)C=1Cl>C1(C)C=CC=CC=1>[Cl:1][CH2:2][CH2:3][O:4][C:5]1[CH:6]=[CH:7][C:8]([N:11]2[C:20](=[O:21])[C:19]3[C:14](=[CH:15][C:16]([O:22][CH3:23])=[CH:17][CH:18]=3)[N:13]=[C:12]2[C:24]2[CH:29]=[CH:28][C:27]([O:30][CH3:31])=[CH:26][CH:25]=2)=[CH:9][CH:10]=1. Procedure details: To a solution of 8.1 g (0.0185 mol) of 3-[4-(2-chloro-ethoxy)-phenyl]-7-methoxy-2-(4methoxy-phenyl)-2,3-dihydro-1H-quinazolin-4-one in 300 mL of toluene was added 4.2 g (0.0185 mol) of 2,3-dichloro-5,6-dicyano-1,4-benzoquinone. The reaction mixture was stirred and heated to reflux for 2 hours. The toluene was removed in a rotary evaporator. Ethanol (300 mL) was added to the reaction flask which was allowed to stir at room temperature overnight. The precipitate was collected by vacuum filtration ... Reactants: C(C=C)OCCCCOS(=O)(=O)C1=CC=C(C=C1)C (4-allyloxybutyl-p-toluene sulfonate), OC1=CC=C(C=O)C=C1 (p-hydroxybenzaldehyde), [OH-].[K+] (KOH). Run in C(C)O (C2H5OH). The product is C(C=C)OCCCCOC1=CC=C(C=O)C=C1 (4-(4-allyloxybutoxy)benzaldehyde). Reaction SMILES: [CH2:1]([O:4][CH2:5][CH2:6][CH2:7][CH2:8]OS(C1C=CC(C)=CC=1)(=O)=O)[CH:2]=[CH2:3].[OH:20][C:21]1[CH:28]=[CH:27][C:24]([CH:25]=[O:26])=[CH:23][CH:22]=1.[OH-].[K+]>C(O)C>[CH2:1]([O:4][CH2:5][CH2:6][CH2:7][CH2:8][O:20][C:21]1[CH:28]=[CH:27][C:24]([CH:25]=[O:26])=[CH:23][CH:22]=1)[CH:2]=[CH2:3] |f:2.3|. Procedure details: 4-allyloxybutyl-p-toluene sulfonate is reacted with p-hydroxybenzaldehyde in the presence of KOH and C2H5OH to form 4-(4-allyloxybutoxy)benzaldehyde which is reacted with malonic acid in the presence of pyridine to form p-(4-allyloxybutoxy)cinnamic acid. The acid is esterified with CH3OH and sulfuric acid to yield the methylester, namely methyl p-(4-allyloxybutoxy)cinnamic carboxylate. This methyl ester is then reacted with TosMIC in Et2O/DMSO in the presence of sodium hydride or other strong ba...